From a dataset of the Open Reaction Database (ORD), a public repository of structured organic reaction records. describe an organic reaction: reactants, conditions, products, and yield Starting materials: CCOC(C)=O, CN(C)C=O, C=C[Sn](C=C)(C=C)C=C, CC(O)c1cc(I)c(O)c(Cl)n1, Cl[Pd]Cl, c1ccc(P(c2ccccc2)c2ccccc2)cc1, c1ccc(P(c2ccccc2)c2ccccc2)cc1. Product: C=Cc1cc(C(C)O)nc(Cl)c1O. Reaction SMILES: [CH3:22][CH2:23][O:24][C:25](=[O:26])[CH3:27].[CH3:28][N:29]([CH3:30])[CH:31]=[O:32].[CH:13](=[CH2:14])[Sn:15]([CH:16]=[CH2:17])([CH:18]=[CH2:19])[CH:20]=[CH2:21].[Cl:1][c:2]1[n:3][c:4]([CH:10]([CH3:11])[OH:12])[cH:5][c:6]([I:9])[c:7]1[OH:8].[Pd:33]([Cl:34])[Cl:35].[c:36]1([P:37]([c:38]2[cH:39][cH:40][cH:41][cH:42][cH:43]2)[c:44]2[cH:45][cH:46][cH:47][cH:48][cH:49]2)[cH:50][cH:51][cH:52][cH:53][cH:54]1.[c:55]1([P:56]([c:57]2[cH:58][cH:59][cH:60][cH:61][cH:62]2)[c:63]2[cH:64][cH:65][cH:66][cH:67][cH:68]2)[cH:69][cH:70][cH:71][cH:72][cH:73]1>>[Cl:1][c:2]1[n:3][c:4]([CH:10]([CH3:11])[OH:12])[cH:5][c:6]([CH:13]=[CH2:14])[c:7]1[OH:8]. Conditions: temperature 60 celsius, time 10 minute. Run in CN(C)C=O (DMF). RXN SMILES: [CH2:1]([O:3][C:4]([N:6]1[CH2:11][CH2:10][C@H:9]([C:12]2[CH:13]=[C:14]([C:18]3[CH:23]=[CH:22][CH:21]=[CH:20][CH:19]=3)[CH:15]=[CH:16][CH:17]=2)[C@@H:8]([OH:24])[CH2:7]1)=[O:5])[CH3:2].[H-].[Na+].Br[CH2:28][C:29]1[CH:34]=[CH:33][C:32]([CH3:35])=[CH:31][C:30]=1[O:36][CH2:37][CH2:38][CH2:39][O:40][CH3:41].O>CN(C=O)C>[CH2:1]([O:3][C:4]([N:6]1[CH2:11][CH2:10][C@H:9]([C:12]2[CH:13]=[C:14]([C:18]3[CH:19]=[CH:20][CH:21]=[CH:22][CH:23]=3)[CH:15]=[CH:16][CH:17]=2)[C@@H:8]([O:24][CH2:28][C:29]2[CH:34]=[CH:33][C:32]([CH3:35])=[CH:31][C:30]=2[O:36][CH2:37][CH2:38][CH2:39][O:40][CH3:41])[CH2:7]1)=[O:5])[CH3:2] |f:1.2|. The product is C(C)OC(=O)N1C[C@@H]([C@H](CC1)C=1C=C(C=CC1)C1=CC=CC=C1)OCC1=C(C=C(C=C1)C)OCCCOC ((3R,4R)-4-Biphenyl-3-yl-3-[2-(3-methoxy-propoxy)-4-methyl-benzyloxy]-piperidine-1-carboxylic acid ethyl ester). The reactants are O (H2O), C(C)OC(=O)N1C[C@@H]([C@H](CC1)C=1C=C(C=CC1)C1=CC=CC=C1)O ((3R,4R)-4-biphenyl-3-yl-3-hydroxy-piperidine-1-carboxylic acid ethyl ester), [H-].[Na+] (sodium hydride), BrCC1=C(C=C(C=C1)C)OCCCOC (1-bromomethyl-2-(3-methoxy-propoxy)-4-methyl-benzene). Procedure: A suspension of the title C compound, (3R,4R)-4-biphenyl-3-yl-3-hydroxy-piperidine-1-carboxylic acid ethyl ester (150 mg, 0.45 mmol) and sodium hydride (60% dispersion in mineral oil, 30 mg, 0.68 mmol) in 10 mL of dry DMF is stirred for 10 min at 60° C. under argon. After cooling to room temperature, 1-bromomethyl-2-(3-methoxy-propoxy)-4-methyl-benzene (252 mg, 0.9 mmol) is added and the mixture further stirred for 3 h at 60° C. After addition of H2O, the aqueous layer is extracted twice with et... Reactants: ClB(Cl)Cl, CCOCCc1c(-c2ccccc2)nc(N)n2ncnc12, ClCCl, O. The product is Nc1nc(-c2ccccc2)c(CCO)c2ncnn12. As a reaction SMILES: [B:22]([Cl:23])([Cl:24])[Cl:25].[CH2:1]([CH3:2])[O:3][CH2:4][CH2:5][c:6]1[c:7]2[n:8]([c:9]([NH2:18])[n:10][c:11]1-[c:12]1[cH:13][cH:14][cH:15][cH:16][cH:17]1)[n:19][cH:20][n:21]2.[Cl:26][CH2:27][Cl:28].[OH2:29]>>[OH:3][CH2:4][CH2:5][c:6]1[c:7]2[n:8]([c:9]([NH2:18])[n:10][c:11]1-[c:12]1[cH:13][cH:14][cH:15][cH:16][cH:17]1)[n:19][cH:20][n:21]2. The reactants are CC(=O)OO, CC(=O)O, O=[N+]([O-])c1ccc(CS(=O)c2cccc[n+]2[O-])c(Cl)c1. The product is O=[N+]([O-])c1ccc(CS(=O)(=O)c2cccc[n+]2[O-])c(Cl)c1. RXN SMILES: [C:21]([O:22][OH:24])(=[O:23])[CH3:25].[CH3:26][C:27](=[O:28])[OH:29].[Cl:1][c:2]1[c:3]([CH2:11][S:12](=[O:13])[c:14]2[n+:15]([O-:20])[cH:16][cH:17][cH:18][cH:19]2)[cH:4][cH:5][c:6]([N+:8](=[O:9])[O-:10])[cH:7]1>>[Cl:1][c:2]1[c:3]([CH2:11][S:12](=[O:13])([c:14]2[n+:15]([O-:20])[cH:16][cH:17][cH:18][cH:19]2)=[O:23])[cH:4][cH:5][c:6]([N+:8](=[O:9])[O-:10])[cH:7]1.